Dataset: the Open Reaction Database (ORD), a public repository of structured organic reaction records. Task: describe an organic reaction: reactants, conditions, products, and yield Starting materials: C1CCOC1, COC(=O)c1ccc(C(=O)NN=C2C(=O)Nc3ccc(I)cc32)cc1, [Na+], [OH-]. Product: O=C1Nc2ccc(I)cc2C1=NNC(=O)c1ccc(C(=O)O)cc1. RXN SMILES: [CH2:28]1[O:29][CH2:30][CH2:31][CH2:32]1.[I:1][c:2]1[cH:3][c:4]2[c:8]([cH:9][cH:10]1)[NH:7][C:6](=[O:11])[C:5]2=[N:12][NH:13][C:14](=[O:15])[c:16]1[cH:17][cH:18][c:19]([C:20](=[O:21])[O:22][CH3:23])[cH:24][cH:25]1.[Na+:27].[OH-:26]>>[I:1][c:2]1[cH:3][c:4]2[c:8]([cH:9][cH:10]1)[NH:7][C:6](=[O:11])[C:5]2=[N:12][NH:13][C:14](=[O:15])[c:16]1[cH:17][cH:18][c:19]([C:20](=[O:21])[OH:22])[cH:24][cH:25]1.